From a dataset of the Open Reaction Database (ORD), a public repository of structured organic reaction records. describe an organic reaction: reactants, conditions, products, and yield Starting materials: COC(CC(CCCC(C)(C)SC)C)OC (1,1-dimethoxy-7-methylthio-3,7-dimethyloctane), Cl (hydrochloric acid). Run in O1CCCC1 (tetrahydrofuran). The product is CSC(CCCC(CC=O)C)(C)C (7-metylthio-3,7-dimethyloctan-1-al). RXN SMILES: C[O:2][CH:3](OC)[CH2:4][CH:5]([CH3:14])[CH2:6][CH2:7][CH2:8][C:9]([S:12][CH3:13])([CH3:11])[CH3:10].Cl>O1CCCC1>[CH3:13][S:12][C:9]([CH3:10])([CH3:11])[CH2:8][CH2:7][CH2:6][CH:5]([CH3:14])[CH2:4][CH:3]=[O:2]. Procedure: A mixture of 5 g. of 1,1-dimethoxy-7-methylthio-3,7-dimethyloctane, 50 ml. of aqueous tetrahydrofuran (1:1) and 10 ml. of 3N hydrochloric acid is stirred at room temperature until hydrolysis is completed as followed by thin layer chromatography to give crude 7-metylthio-3,7-dimethyloctan-1-al which is worked up by extraction with ether and purified by chromatography. Reaction SMILES: [CH3:1][O:2][C:3]1[CH:8]=[CH:7][C:6]([S:9]([N:12]([CH2:23][C:24]2[CH:29]=[CH:28][CH:27]=[CH:26][CH:25]=2)[C:13]2([C:19]([O:21][CH3:22])=[O:20])[CH2:18][CH2:17][NH:16][CH2:15][CH2:14]2)(=[O:11])=[O:10])=[CH:5][CH:4]=1.[H-].[Na+].[CH2:32](Br)[C:33]1[CH:38]=[CH:37][CH:36]=[CH:35][CH:34]=1>CN(C)C=O>[CH3:1][O:2][C:3]1[CH:4]=[CH:5][C:6]([S:9]([N:12]([CH2:23][C:24]2[CH:25]=[CH:26][CH:27]=[CH:28][CH:29]=2)[C:13]2([C:19]([O:21][CH3:22])=[O:20])[CH2:14][CH2:15][N:16]([CH2:32][C:33]3[CH:38]=[CH:37][CH:36]=[CH:35][CH:34]=3)[CH2:17][CH2:18]2)(=[O:11])=[O:10])=[CH:7][CH:8]=1 |f:1.2|. Starting materials: COC1=CC=C(C=C1)S(=O)(=O)N(C1(CCNCC1)C(=O)OC)CC1=CC=CC=C1 (4-[[4-methoxybenzenesulfonyl](benzyl)amino]-4-[carbomethoxy]-piperidine), [H-].[Na+] (sodium hydride), C(C1=CC=CC=C1)Br (benzyl bromide). The product is COC1=CC=C(C=C1)S(=O)(=O)N(C1(CCN(CC1)CC1=CC=CC=C1)C(=O)OC)CC1=CC=CC=C1 (4-[[4-methoxybenzenesulfonyl](benzyl)amino]-1- [benzyl]-4-[carbomethoxy]-piperidine). The solvent is CN(C=O)C (dimethylformamide). Procedure details: To a solution of 4-[[4-methoxybenzenesulfonyl](benzyl)amino]-4-[carbomethoxy]-piperidine (1.0 g, 2.39 mmol) in dimethylformamide (160 mL) is added sodium hydride (287.0 mg, 7.18 mmol, 60% in oil) at 0° C., followed by benzyl bromide (450.0 mg, 2.63 mmol). The reaction mixture is slowly warmed to room temperature and stirred overnight. The mixture is quenched with water and extracted with ethyl acetate. The combined organic layers are washed with brine, dried (Na2SO4) and the solvent is evaporate... Run at time 8 hour. Starting materials: O=O (oxygen), C(C=CC1=CC=CC=C1)O (cinnamyl alcohol), C([O-])([O-])=O.[K+].[K+] (potassium carbonate). The reagents and catalysts are [Pt] (platinum). The solvent is O (water). The product is C(C=CC1=CC=CC=C1)(=O)O (cinnamic acid). Isolated yield 96.3%. RXN SMILES: O=O.[CH2:3]([OH:12])[CH:4]=[CH:5][C:6]1[CH:11]=[CH:10][CH:9]=[CH:8][CH:7]=1.C(=O)([O-])[O-:14].[K+].[K+]>[Pt].O>[C:3]([OH:14])(=[O:12])[CH:4]=[CH:5][C:6]1[CH:11]=[CH:10][CH:9]=[CH:8][CH:7]=1 |f:2.3.4|. Reported procedure: In an ambient pressure oxygen atmosphere, 40.3 mg of cinnamyl alcohol, 105.3 mg of the platinum catalyst obtained in Example 1 and 40.2 mg of potassium carbonate were agitated for eighteen hours at 60° C. in 3 ml of water. The aqueous layer was subsequently washed using tert-butyl methyl ether and was extracted using ethyl acetate after neutralizing the layer with a HCl solution. The ethyl acetate solution was dried using magnesium sulfate, filtered and concentrated to obtain 41.5 mg (93% yield)... Procedure: A solution of 0.5 g (2.82 mmol) of 2-chloropyrimidine-4-carboxylic acid chloride in 10 ml of methanol was stirred for 45 minutes at room temperature. Then the reaction solution was poured on 80 ml of saturated NaHCO3 solution and extracted three times with 50 ml of ethyl acetate each. The combined organic phase was washed with 60 ml of saturated NaCl solution, dried on Na2SO4 and concentrated by evaporation on a rotary evaporator. After drying on a high vacuum, 0.50 g of product was obtained as ... The reactants are ClC1=NC=CC(=N1)C(=O)Cl (2-chloropyrimidine-4-carboxylic acid chloride), C(=O)(O)[O-].[Na+] (NaHCO3). The yield is 100.0%. The solvent is CO (methanol). Product: COC(=O)C1=NC(=NC=C1)Cl (2-chloropyrimidine-4-carboxylic Acid Methyl Ester). RXN SMILES: [Cl:1][C:2]1[N:7]=[C:6]([C:8](Cl)=[O:9])[CH:5]=[CH:4][N:3]=1.[C:11]([O-])(O)=[O:12].[Na+]>CO>[CH3:11][O:12][C:8]([C:6]1[CH:5]=[CH:4][N:3]=[C:2]([Cl:1])[N:7]=1)=[O:9] |f:1.2|. Starting materials: BrC=1C=C(C(=C(C=O)C1)O)F (5-Bromo-3-fluoro-2-hydroxy-benzaldehyde), C(C1=CC=CC=C1)Br (benzyl bromide), C([O-])([O-])=O.[Cs+].[Cs+] (cesium carbonate). Run in CN(C)C=O (DMF), O (water), iso-hexanes. Conditions: time 20 hour. Product: C(C1=CC=CC=C1)OC1=C(C=O)C=C(C=C1F)Br (2-Benzyloxy-5-bromo-3-fluoro-benzaldehyde). RXN SMILES: [Br:1][C:2]1[CH:3]=[C:4]([F:11])[C:5]([OH:10])=[C:6]([CH:9]=1)[CH:7]=[O:8].[CH2:12](Br)[C:13]1[CH:18]=[CH:17][CH:16]=[CH:15][CH:14]=1.C(=O)([O-])[O-].[Cs+].[Cs+]>CN(C=O)C.O>[CH2:12]([O:10][C:5]1[C:4]([F:11])=[CH:3][C:2]([Br:1])=[CH:9][C:6]=1[CH:7]=[O:8])[C:13]1[CH:18]=[CH:17][CH:16]=[CH:15][CH:14]=1 |f:2.3.4|. Procedure details: To a solution of 5-Bromo-3-fluoro-2-hydroxy-benzaldehyde (5 g, 22.8 mmol) in DMF (100 ml) is added benzyl bromide (5.7 ml, 48 mmol) and cesium carbonate (11.9 g, 37 mmol). The reaction mixture is stirred at room temperature for 20 hours then diluted with water (150 ml) and extracted with EtOAc (2×150 ml), the organic portions are combined, washed with brine (50 ml), dried over MgSO4 and concentrated in vacuo to give a waxy off-white solid. The solid is stirred in iso-hexanes (30 ml) for 30 minut... Reactants: C1(=CC=C(C=C1)S(=O)(=O)Cl)C (para-toluenesulfonyl chloride), FC1(CCN(CC1)C(=O)C1=CC(=C(C=C1)F)Cl)CO ((4-fluoro-4-hydroxymethylpiperidin-1-yl)-(3-chloro-4-fluorophenyl)methanone). The solvent is N1=CC=CC=C1 (pyridine). Conditions: temperature 0 celsius, time 12 hour. Yields the product ClC=1C=C(C(=O)N2CCC(CC2)(F)COS(=O)(=O)C2=CC=C(C=C2)C)C=CC1F (toluene-4-sulfonic acid 1-(3-chloro-4-fluorobenzoyl)-4-fluoropiperidin-4-yl-methyl Ester). Isolated yield 75.3%. As a reaction SMILES: [C:1]1([CH3:11])[CH:6]=[CH:5][C:4]([S:7](Cl)(=[O:9])=[O:8])=[CH:3][CH:2]=1.[F:12][C:13]1([CH2:29][OH:30])[CH2:18][CH2:17][N:16]([C:19]([C:21]2[CH:26]=[CH:25][C:24]([F:27])=[C:23]([Cl:28])[CH:22]=2)=[O:20])[CH2:15][CH2:14]1>N1C=CC=CC=1>[Cl:28][C:23]1[CH:22]=[C:21]([CH:26]=[CH:25][C:24]=1[F:27])[C:19]([N:16]1[CH2:17][CH2:18][C:13]([CH2:29][O:30][S:7]([C:4]2[CH:5]=[CH:6][C:1]([CH3:11])=[CH:2][CH:3]=2)(=[O:9])=[O:8])([F:12])[CH2:14][CH2:15]1)=[O:20]. Procedure details: 4.87 g of para-toluenesulfonyl chloride (25.5 mmol) are slowly added to a solution of 6.70 g of (4-fluoro-4-hydroxymethylpiperidin-1-yl)-(3-chloro-4-fluorophenyl)methanone (23.12 mmol) in 40 ml of pyridine cooled to 0° C. and maintained under a nitrogen atmosphere. The mixture is stirred for 12 hours at room temperature and then it is poured into ice-cold water, extracted with chloroform and then the organic phase is washed with a 1N aqueous solution of hydrochloric acid. The organic phase is dr...